This data is from the Open Reaction Database (ORD), a public repository of structured organic reaction records. The task is: describe an organic reaction: reactants, conditions, products, and yield Reactants: COCOc1ccc(OC)cc1C=Nc1c(C)cccc1O, COCOc1cc(OC)c(OC)cc1C=O. The product is COCOc1cc(OC)c(OC)cc1C=Nc1c(C)cccc1O. Reaction SMILES: [CH3:1][O:2][c:3]1[cH:4][cH:5][c:6]([O:19][CH2:20][O:21][CH3:22])[c:7]([CH:8]=[N:9][c:10]2[c:11]([OH:17])[cH:12][cH:13][cH:14][c:15]2[CH3:16])[cH:18]1.[CH3:23][O:24][c:25]1[c:26]([O:27][CH3:28])[cH:29][c:30]([CH:31]=[O:32])[c:33]([O:34][CH2:35][O:36][CH3:37])[cH:38]1>>[CH3:1][O:2][c:3]1[c:4]([O:24][CH3:23])[cH:5][c:6]([O:19][CH2:20][O:21][CH3:22])[c:7]([CH:8]=[N:9][c:10]2[c:11]([OH:17])[cH:12][cH:13][cH:14][c:15]2[CH3:16])[cH:18]1. Reactants: NC=1C(=C(C=C(C1)C)C1=CC=C(O1)C(=O)O)OC (5-(3-amino-2-methoxy-5-methyl-phenyl)-furan-2-carboxylic acid), B(Br)(Br)Br (boron tribromide). Run in ClCCl (dichloromethane), ClCCl (dichloromethane). The product is Br.NC=1C(=C(C=C(C1)C)C1=CC=C(O1)C(=O)O)O (5-(3-amino-2-hydroxy-5-methyl-phenyl)-furan-2-carboxylic acid hydrobromide). Isolated yield 54.7%. As a reaction SMILES: [NH2:1][C:2]1[C:3]([O:17]C)=[C:4]([C:9]2[O:13][C:12]([C:14]([OH:16])=[O:15])=[CH:11][CH:10]=2)[CH:5]=[C:6]([CH3:8])[CH:7]=1.B(Br)(Br)[Br:20]>ClCCl>[BrH:20].[NH2:1][C:2]1[C:3]([OH:17])=[C:4]([C:9]2[O:13][C:12]([C:14]([OH:16])=[O:15])=[CH:11][CH:10]=2)[CH:5]=[C:6]([CH3:8])[CH:7]=1 |f:3.4|. Reported procedure: 5-(3-Amino-2-methoxy-5-methyl-phenyl)-furan-2-carboxylic acid 46b (248 mg, 1 mmol) was dissolved in 20 mL of dichloromethane followed by dropwise addition of a solution of boron tribromide in dichloromethane (3 mL, 1 mmol/L). The reaction mixture was reacted at room temperature for 2 hours. The reaction was monitored by TLC until the disappearance of the starting materials. The mixture was concentrated under reduced pressure. The resulting residue was washed with ethyl acetate (50 mL×3) and drie... Starting materials: CC(C)=O, O, O=C(NC1CCCCC1O)OCc1ccccc1, O=S(=O)(O)O. Yields the product O=C(NC1CCCCC1=O)OCc1ccccc1. RXN SMILES: [CH3:25][C:26](=[O:27])[CH3:28].[OH2:24].[OH:1][CH:2]1[CH:3]([NH:8][C:9]([O:10][CH2:11][c:12]2[cH:13][cH:14][cH:15][cH:16][cH:17]2)=[O:18])[CH2:4][CH2:5][CH2:6][CH2:7]1.[S:19](=[O:20])(=[O:21])([OH:22])[OH:23]>>[O:1]=[C:2]1[CH:3]([NH:8][C:9]([O:10][CH2:11][c:12]2[cH:13][cH:14][cH:15][cH:16][cH:17]2)=[O:18])[CH2:4][CH2:5][CH2:6][CH2:7]1. Run in C(C)#N (acetonitrile). The product is C(C1=CC=CC=C1)N1C=NC=2N=C(NC(C12)=O)N (7-benzylguanine). Run at temperature 60 celsius, time 19 hour. The reactants are C(C)(=O)[C@@]1([C@]([C@@](O[C@@H]1CO)(N1C=NC=2C(=O)NC(N)=NC12)C(C)=O)(O)C(C)=O)O (triacetylguanosine), C(C1=CC=CC=C1)Br (Benzyl bromide), Cl (hydrochloric acid). Reported procedure: Benzyl bromide (0.73 ml, 2.50 equivalents) was added to 4.24 g of an acetonitrile solution containing 1.0 g (corresponding to 2.45 mmols) of triacetylguanosine obtained in Example 1, and the mixture was stirred at 60° C. for 19 hours. The temperature was returned to room temperature, and 2.1 ml (10 equivalents) of conc. hydrochloric acid were added thereto. The mixture was reacted for 2 hours. The solid was precipitated in 1.5 hours. Ten milliliters of methanol were added thereto, and the slurry... As a reaction SMILES: [CH2:1](Br)[C:2]1[CH:7]=[CH:6][CH:5]=[CH:4][CH:3]=1.C([C@@]1(O)[C@@H](CO)O[C@@](C(=O)C)([N:19]2[C:29]3[N:28]=[C:26]([NH2:27])[NH:25][C:23](=[O:24])[C:22]=3[N:21]=[CH:20]2)[C@]1(C(=O)C)O)(=O)C.Cl>C(#N)C>[CH2:1]([N:21]1[C:22]2[C:23](=[O:24])[NH:25][C:26]([NH2:27])=[N:28][C:29]=2[N:19]=[CH:20]1)[C:2]1[CH:7]=[CH:6][CH:5]=[CH:4][CH:3]=1. Yield: 79.2%. The reactants are O=C(n1ccnc1)n1ccnc1, CN(C)C=O, NS(=O)(=O)C1CC1, CC1(C)Cc2c(cc(F)cc2C(=O)O)NC1c1cccc(N2CCOCC2)c1, [H-], [Na+]. Product: CC1(C)Cc2c(cc(F)cc2C(=O)NS(=O)(=O)C2CC2)NC1c1cccc(N2CCOCC2)c1. As a reaction SMILES: [C:38]([n:39]1[cH:40][cH:41][n:42][cH:43]1)([n:44]1[cH:45][cH:46][n:47][cH:48]1)=[O:49].[CH3:50][N:51]([CH3:52])[CH:53]=[O:54].[CH:3]1([S:6](=[O:7])(=[O:8])[NH2:9])[CH2:4][CH2:5]1.[F:10][c:11]1[cH:12][c:13]([C:35](=[O:36])[OH:37])[c:14]2[c:19]([cH:20]1)[NH:18][CH:17]([c:21]1[cH:22][c:23]([N:27]3[CH2:28][CH2:29][O:30][CH2:31][CH2:32]3)[cH:24][cH:25][cH:26]1)[C:16]([CH3:33])([CH3:34])[CH2:15]2.[H-:1].[Na+:2]>>[CH:3]1([S:6](=[O:7])(=[O:8])[NH:9][C:35]([c:13]2[cH:12][c:11]([F:10])[cH:20][c:19]3[c:14]2[CH2:15][C:16]([CH3:33])([CH3:34])[CH:17]([c:21]2[cH:22][c:23]([N:27]4[CH2:28][CH2:29][O:30][CH2:31][CH2:32]4)[cH:24][cH:25][cH:26]2)[NH:18]3)=[O:36])[CH2:4][CH2:5]1. Reactants: [O+]1=CC=CC=C1 (pyrylium), [O+]1=CC=CC=C1 (pyrylium), Cl(=O)(=O)(=O)[O-].[O+]1=CC=CC=C1 (pyrylium perchlorate salt), Cl(=O)(=O)(=O)[O-].CC1=CC(=[O+]C2=CC=CC=C12)C1=CC=CC=C1 (4-methylflavylium perchlorate). The product is Cl(=O)(=O)(=O)[O-].O1C=CC(C2=C1C=CC=C2)=CC(=CC2=CC(=[O+]C1=CC=CC=C21)C2=CC=CC=C2)C2=CC=CC=C2 (4-[3-(4H-Benzopyran-4-ylidene)-2-phenylpropen-1-yl]flavylium perchlorate). RXN SMILES: [O+:1]1[CH:6]=[CH:5][CH:4]=[CH:3][CH:2]=1.[Cl:7]([O-:11])(=[O:10])(=[O:9])=[O:8].[O+]1[CH:17]=[CH:16][CH:15]=[CH:14][CH:13]=1.Cl([O-])(=O)(=O)=O.[CH3:23][C:24]1[C:33]2[C:28](=[CH:29][CH:30]=[CH:31][CH:32]=2)[O+:27]=[C:26]([C:34]2[CH:39]=[CH:38][CH:37]=[CH:36][CH:35]=2)[CH:25]=1>>[Cl:7]([O-:11])(=[O:10])(=[O:9])=[O:8].[O:1]1[C:6]2[CH:23]=[CH:24][CH:25]=[CH:26][C:5]=2[C:4](=[CH:13][C:14]([C:15]2[CH:33]=[CH:28][CH:29]=[CH:17][CH:16]=2)=[CH:23][C:24]2[C:33]3[C:28](=[CH:29][CH:30]=[CH:31][CH:32]=3)[O+:27]=[C:26]([C:34]3[CH:39]=[CH:38][CH:37]=[CH:36][CH:35]=3)[CH:25]=2)[CH:3]=[CH:2]1 |f:1.2,3.4,5.6|. Reported procedure: This pyrylium salt was made in a manner identical to that set forth in Example 1 above, except the pyrylium perchlorate salt starting material of Example 1 was replaced with 4-methylflavylium perchlorate. The pyrylium salt product was identified as the above-noted salt having a melting point of 298°-299° C. and an empirical formula of C39H27ClO6. Reactants: CCOC1=CCc2cccc(Nc3ncc(-c4ccc(C(F)(F)F)cc4)o3)c2C1, Cl, [Na+], O=C([O-])O, C1CCOC1. Product: O=C1CCc2cccc(Nc3ncc(-c4ccc(C(F)(F)F)cc4)o3)c2C1. RXN SMILES: [CH2:1]([CH3:2])[O:3][C:4]1=[CH:5][CH2:6][c:7]2[cH:8][cH:9][cH:10][c:11]([NH:14][c:15]3[o:16][c:17](-[c:20]4[cH:21][cH:22][c:23]([C:26]([F:27])([F:28])[F:29])[cH:24][cH:25]4)[cH:18][n:19]3)[c:12]2[CH2:13]1.[ClH:30].[Na+:35].[O-:31][C:32]([OH:33])=[O:34].[O:36]1[CH2:37][CH2:38][CH2:39][CH2:40]1>>[O:3]=[C:4]1[CH2:5][CH2:6][c:7]2[cH:8][cH:9][cH:10][c:11]([NH:14][c:15]3[o:16][c:17](-[c:20]4[cH:21][cH:22][c:23]([C:26]([F:27])([F:28])[F:29])[cH:24][cH:25]4)[cH:18][n:19]3)[c:12]2[CH2:13]1. The product is COC(=O)C1=C(NC=2CN(CC(C2C1C1=C(C(=C(C(=C1F)F)F)F)F)=O)CCCOC1=CC=CC=C1)C (1,4,5,6,7,8-Hexahydro-2-methyl-5-oxo-4-(pentafluorophenyl)-7-(3-phenoxypropyl)-1,7-naphthyridine-3-carboxylic acid methyl ester). RXN SMILES: [CH3:1][O:2][C:3]([C:5]1[CH:14]([C:15]2[C:20]([F:21])=[C:19]([F:22])[C:18]([F:23])=[C:17]([F:24])[C:16]=2[F:25])[C:13]2[C:12](=[O:26])[CH2:11][NH:10][CH2:9][C:8]=2[NH:7][C:6]=1[CH3:27])=[O:4].[O:28]([CH2:35][CH2:36][CH2:37]Br)[C:29]1[CH:34]=[CH:33][CH:32]=[CH:31][CH:30]=1.C(=O)([O-])[O-].[Na+].[Na+]>C(O)CCC>[CH3:1][O:2][C:3]([C:5]1[CH:14]([C:15]2[C:16]([F:25])=[C:17]([F:24])[C:18]([F:23])=[C:19]([F:22])[C:20]=2[F:21])[C:13]2[C:12](=[O:26])[CH2:11][N:10]([CH2:37][CH2:36][CH2:35][O:28][C:29]3[CH:34]=[CH:33][CH:32]=[CH:31][CH:30]=3)[CH2:9][C:8]=2[NH:7][C:6]=1[CH3:27])=[O:4] |f:2.3.4|. Run in C(CCC)O (n-butanol). Run at time 18 hour. Starting materials: COC(=O)C1=C(NC=2CNCC(C2C1C1=C(C(=C(C(=C1F)F)F)F)F)=O)C (1,4,5,6,7,8-hexahydro-2-methyl-5-oxo-4-(2,3,4,5,6-pentafluorophenyl)-1,7-naphthyridine-3-carboxylic acid methyl ester), O(C1=CC=CC=C1)CCCBr (3-phenoxypropylbromide), C([O-])([O-])=O.[Na+].[Na+] (sodium carbonate). Procedure details: A mixture of 10 g of 1,4,5,6,7,8-hexahydro-2-methyl-5-oxo-4-(2,3,4,5,6-pentafluorophenyl)-1,7-naphthyridine-3-carboxylic acid methyl ester, 5.6 g of 3-phenoxypropylbromide, 10 g of sodium carbonate and 175 ml of n-butanol was stirred and refluxed for 18 hours. The mixture was filtered and the filtrate was evaporated to dryness. The residue was dissolved in ethyl acetate and extracted with water. After drying over magnesium sulfate, the ethyl acetate was removed in vacuo. The residue was dissolve... Yield: 20.8%.